Dataset: the Open Reaction Database (ORD), a public repository of structured organic reaction records. Task: describe an organic reaction: reactants, conditions, products, and yield The reactants are C(C)OC(C=C(C(F)(F)F)N)=O (3-amino-4,4,4-trifluoro-2-butenoic acid ethyl ester), C(C=C)(=O)Cl (acryloylchloride), Cl (HCl). Run in C1(=CC=CC=C1)C (toluene), CCCCCCC (n-heptane). Reaction conditions: time 1 hour. Product: C(C)OC(=O)C1=C(NC(CC1)=O)C(F)(F)F (1,4,5,6-Tetrahydro-6-oxo-2-(trifluoromethyl)-3-pyridinecarboxylic acid ethyl ester). Isolated yield 34.8%. RXN SMILES: [CH2:1]([O:3][C:4](=[O:12])[CH:5]=[C:6]([NH2:11])[C:7]([F:10])([F:9])[F:8])[CH3:2].[C:13](Cl)(=[O:16])[CH:14]=[CH2:15].Cl>C1(C)C=CC=CC=1.CCCCCCC>[CH2:1]([O:3][C:4]([C:5]1[CH2:15][CH2:14][C:13](=[O:16])[NH:11][C:6]=1[C:7]([F:10])([F:8])[F:9])=[O:12])[CH3:2]. Procedure details: To 3-amino-4,4,4-trifluoro-2-butenoic acid ethyl ester (529 mL, 3.47 mol) was added acryloylchloride (600 mL, 6.95 mol) dropwise over a period of 15 min. The suspension was stirred at RT for 1 h. The temperature was slowly raised with stirring to 80° C. (HCl gas evolution) and maintained at 80° C. for 5 h. Stirring continued overnight at 40° C. The mixture was cooled, diluted with toluene (2 L) and n-heptane (2 L) to precipitate the product and stirred for another 15 min at room temperature. The...